Dataset: the Open Reaction Database (ORD), a public repository of structured organic reaction records. Task: describe an organic reaction: reactants, conditions, products, and yield The product is FC=1C=CC(=C2C=CNC12)C1=NC=2N3C(CN(C2C=N1)CC1=CC=C(C=C1)S(=O)(=O)C)COCC3 (2-(7-fluoro-1H-indol-4-yl)-5-(4-(methylsulfonyl)benzyl)-5,6,6a,7,9,10-hexahydro-[1,4]oxazino[3,4-h]pteridine). The solvent is O1CCOCC1 (dioxane), C(=O)(O)[O-].[Na+] (NaHCO3). Reagents/catalysts: C1=CC=C(C=C1)P([C-]2C=CC=C2)C3=CC=CC=C3.C1=CC=C(C=C1)P([C-]2C=CC=C2)C3=CC=CC=C3.Cl[Pd]Cl.[Fe+2] (PdCl2(dppf)). Procedure: The title compound was prepared in a manner similar to EXAMPLE 2 using 2-chloro-5-(4-(methylsulfonyl)benzyl)-5,6,6a,7,9,10-hexahydro-[1,4]oxazino[3,4-h]pteridine (PREPARATION x9, 90 mg, 0.228 mmol), 7-fluoro-4-(4,4,5,5-tetramethyl-1,3,2-dioxaborolan-2-yl)-1H-indole (119 mg, 0.456 mmol) and PdCl2(dppf) (8.34 mg, 0.011 mmol) in dioxane (2.5 mL) and aqueous saturated NaHCO3 (0.5 mL). 1H NMR (400 MHz, DMSO-d6) δ 3.22 (m, 3H), 3.24-3.36 (m, 2H), 3.39-3.75 (m, 3H), 3.88-4.06 (m, 2H), 4.06-4.16 (m, 1H)... The reactants are ClC1=NC=2N3C(CN(C2C=N1)CC1=CC=C(C=C1)S(=O)(=O)C)COCC3 (2-chloro-5-(4-(methylsulfonyl)benzyl)-5,6,6a,7,9,10-hexahydro-[1,4]oxazino[3,4-h]pteridine), FC=1C=CC(=C2C=CNC12)B1OC(C(O1)(C)C)(C)C (7-fluoro-4-(4,4,5,5-tetramethyl-1,3,2-dioxaborolan-2-yl)-1H-indole). Reaction SMILES: Cl[C:2]1[N:11]=[CH:10][C:9]2[N:8]([CH2:12][C:13]3[CH:18]=[CH:17][C:16]([S:19]([CH3:22])(=[O:21])=[O:20])=[CH:15][CH:14]=3)[CH2:7][CH:6]3[CH2:23][O:24][CH2:25][CH2:26][N:5]3[C:4]=2[N:3]=1.[F:27][C:28]1[CH:29]=[CH:30][C:31](B2OC(C)(C)C(C)(C)O2)=[C:32]2[C:36]=1[NH:35][CH:34]=[CH:33]2>O1CCOCC1.C([O-])(O)=O.[Na+].C1C=CC(P(C2C=CC=CC=2)[C-]2C=CC=C2)=CC=1.C1C=CC(P(C2C=CC=CC=2)[C-]2C=CC=C2)=CC=1.Cl[Pd]Cl.[Fe+2]>[F:27][C:28]1[CH:29]=[CH:30][C:31]([C:2]2[N:11]=[CH:10][C:9]3[N:8]([CH2:12][C:13]4[CH:18]=[CH:17][C:16]([S:19]([CH3:22])(=[O:21])=[O:20])=[CH:15][CH:14]=4)[CH2:7][CH:6]4[CH2:23][O:24][CH2:25][CH2:26][N:5]4[C:4]=3[N:3]=2)=[C:32]2[C:36]=1[NH:35][CH:34]=[CH:33]2 |f:3.4,5.6.7.8|. The reactants are C[Si](C)(C)CCN1C(=O)CN(c2ccc(C=CC3CCNC3)cc2OCc2ccccc2)S1(=O)=O, O=S(=O)(Cl)c1ccccc1. Yields the product C[Si](C)(C)CCN1C(=O)CN(c2ccc(C=CC3CCN(S(=O)(=O)c4ccccc4)C3)cc2OCc2ccccc2)S1(=O)=O. As a reaction SMILES: [CH2:1]([c:2]1[cH:3][cH:4][cH:5][cH:6][cH:7]1)[O:8][c:9]1[c:10]([N:22]2[CH2:23][C:24](=[O:35])[N:25]([CH2:29][CH2:30][Si:31]([CH3:32])([CH3:33])[CH3:34])[S:26]2(=[O:27])=[O:28])[cH:11][cH:12][c:13]([CH:15]=[CH:16][CH:17]2[CH2:18][NH:19][CH2:20][CH2:21]2)[cH:14]1.[c:36]1([S:42](=[O:43])(=[O:44])[Cl:45])[cH:37][cH:38][cH:39][cH:40][cH:41]1>>[CH2:1]([c:2]1[cH:3][cH:4][cH:5][cH:6][cH:7]1)[O:8][c:9]1[c:10]([N:22]2[CH2:23][C:24](=[O:35])[N:25]([CH2:29][CH2:30][Si:31]([CH3:32])([CH3:33])[CH3:34])[S:26]2(=[O:27])=[O:28])[cH:11][cH:12][c:13]([CH:15]=[CH:16][CH:17]2[CH2:18][N:19]([S:42]([c:36]3[cH:37][cH:38][cH:39][cH:40][cH:41]3)(=[O:43])=[O:44])[CH2:20][CH2:21]2)[cH:14]1. Reactants: N[C@@H](CS)C(=O)O (cysteine), C1=CC=CC=2OC3=CC=CC=C3C(C12)O (9H-xanthen-9-ol), C(=O)([O-])[O-].[Na+].[Na+] (Na2CO3). Product: C1=CC=CC=2OC3=CC=CC=C3C(C12)SC[C@H](N)C(=O)O (S-(9H-Xanthen-9-yl)cysteine). The solvent is COCCOC (1,2-dimethoxyethane), C(=O)(C(F)(F)F)O (TFA). Isolated yield 86.3%. As a reaction SMILES: [NH2:1][C@H:2]([C:5]([OH:7])=[O:6])[CH2:3][SH:4].[CH:8]1[C:21]2[CH:20](O)[C:19]3[C:14](=[CH:15][CH:16]=[CH:17][CH:18]=3)[O:13][C:12]=2[CH:11]=[CH:10][CH:9]=1.C([O-])([O-])=O.[Na+].[Na+]>COCCOC.C(O)(C(F)(F)F)=O>[CH:8]1[C:21]2[CH:20]([S:4][CH2:3][C@@H:2]([C:5]([OH:7])=[O:6])[NH2:1])[C:19]3[C:14](=[CH:15][CH:16]=[CH:17][CH:18]=3)[O:13][C:12]=2[CH:11]=[CH:10][CH:9]=1 |f:2.3.4|. Procedure details: A sample of 0.61 g of cysteine (5 mmole) was suspended in 100 ml of 1,2-dimethoxyethane and 2 ml of TFA. The suspension was stirred under nitrogen gas at room temperature until the solution became clear. To this clear solution was added 1 g of 9H-xanthen-9-ol (5.1 mmole) in one portion. The reaction mixture was stirred at room temperature for 30 minutes and was then neutralized to pH 7 by the addition of a saturated aqueous Na2CO3 solution. The mixture was then concentrated by rotary evaporation... Reactants: C1(=CC=CC=C1)S(=O)(=O)N1C2=CC=CC=C2C=2C(=CC=CC12)OCC(CN(CCOC1=C(C=CC=C1)OC)CC1=CC=CC=C1)O (1-(9-Benzenesulfonyl-9H-carbazol-4-yloxy)-3-{benzyl-[2-(2-methoxy-phenoxy)-ethyl]-amino}-propan-2-ol), [OH-].[Na+] (sodium hydroxide). Solvent: C1CCOC1.CO (THF methanol), O (water). Reaction conditions: temperature 50 celsius, time 18 hour. Product: C(C1=CC=CC=C1)N(CC(COC1=CC=CC=2NC3=CC=CC=C3C12)O)CCOC1=C(C=CC=C1)OC (1-{Benzyl-[2-(2-methoxy-phenoxy)-ethyl]-amino}-3-(9H-carbazol-4-yloxy)-propan-2-ol). Reaction SMILES: C1(S([N:10]2[C:22]3[CH:21]=[CH:20][CH:19]=[C:18]([O:23][CH2:24][CH:25]([OH:46])[CH2:26][N:27]([CH2:39][C:40]4[CH:45]=[CH:44][CH:43]=[CH:42][CH:41]=4)[CH2:28][CH2:29][O:30][C:31]4[CH:36]=[CH:35][CH:34]=[CH:33][C:32]=4[O:37][CH3:38])[C:17]=3[C:16]3[C:11]2=[CH:12][CH:13]=[CH:14][CH:15]=3)(=O)=O)C=CC=CC=1.[OH-].[Na+]>C1COCC1.CO.O>[CH2:39]([N:27]([CH2:28][CH2:29][O:30][C:31]1[CH:36]=[CH:35][CH:34]=[CH:33][C:32]=1[O:37][CH3:38])[CH2:26][CH:25]([OH:46])[CH2:24][O:23][C:18]1[C:17]2[C:16]3[C:11](=[CH:12][CH:13]=[CH:14][CH:15]=3)[NH:10][C:22]=2[CH:21]=[CH:20][CH:19]=1)[C:40]1[CH:41]=[CH:42][CH:43]=[CH:44][CH:45]=1 |f:1.2,3.4|. Procedure details: 3.3 g of 1-(9-Benzenesulfonyl-9H-carbazol-4-yloxy)-3-{benzyl-[2-(2-methoxy-phenoxy)-ethyl]-amino}-propan-2-ol (5.2 mmol) were dissolved in 33 ml THF/methanol (2:1). A solution of 1.1 g of sodium hydroxide in 1.7 ml of water was added in one portion. The mixture was stirred for 18 h at 50° C. The mixture was rotary evaporated (35° C./20 mbar). The residue was dissolved in 25 ml of toluene and 20 ml of water. The phases were separated and the toluene phase was washed 3 times with 25 ml of water. T... The reactants are BrCC(/C(/C(=O)OCC)=N/O[C@H]1[C@@H](CCCC1)OC)=O (Ethyl 4-bromo-(Z)-2-(trans-2-methoxycyclohexyloxyimino)-3-oxobutyrate), NC(=S)N (thiourea), CN(C1=CC=CC=C1)C (N,N-dimethylaniline). Yields the product NC=1SC=C(N1)/C(/C(=O)OCC)=N/O[C@H]1[C@@H](CCCC1)OC (Ethyl 2-(2-aminothiazol-4-yl)-(Z)-2-(trans-2-methoxycyclohexyloxyimino)acetate). RXN SMILES: Br[CH2:2][C:3](=O)/[C:4](=[N:10]/[O:11][C@@H:12]1[CH2:17][CH2:16][CH2:15][CH2:14][C@H:13]1[O:18][CH3:19])/[C:5]([O:7][CH2:8][CH3:9])=[O:6].[NH2:21][C:22]([NH2:24])=[S:23].CN(C)C1C=CC=CC=1>>[NH2:24][C:22]1[S:23][CH:2]=[C:3](/[C:4](=[N:10]/[O:11][C@@H:12]2[CH2:17][CH2:16][CH2:15][CH2:14][C@H:13]2[O:18][CH3:19])/[C:5]([O:7][CH2:8][CH3:9])=[O:6])[N:21]=1. Procedure details: Ethyl 4-bromo-(Z)-2-(trans-2-methoxycyclohexyloxyimino)-3-oxobutyrate was treated with thiourea (0.79 g) and N,N-dimethylaniline (1.318 ml) as described in Example 4d to give the title compound as an orange gum (1.78 g) after silica gel chromatography. νmax (CH2Cl2) 3460, 3370, 3250, 3100, 1730, 1605, and 1530 cm-1 ; δH (CDCl3) inter alia 1.10-1.20 (11H, m), 3.32 (1H, m), 3.43 (3H, s), 4.00-4.50 (3H, m), 6.55 (2H, br. s), and 6.66 (1H, s). [Mass spectrum: EI M+ (327)]. Reactants: C(CCC)N1C(C(=C(C2=CC=CN=C12)C1=CC(=CC=C1)OCCCN1C(C=2C(C1=O)=CC=CC2)=O)NC(=O)NC2=C(C=CC=C2C(C)C)C(C)C)=O (N-[1-butyl-4-{3-(3-phthalimidopropoxy)phenyl}-1,2-dihydro-2-oxo-1,8-naphthyridin-3-yl]-N'-(2,6-diisopropylphenyl)urea), O.NN (hydrazine monohydrate). The solvent is C(C)O (ethanol). Reaction conditions: time 3 hour. Yields the product C(CCC)N1C(C(=C(C2=CC=CN=C12)C1=CC(=CC=C1)OCCCN)NC(=O)NC1=C(C=CC=C1C(C)C)C(C)C)=O (N-[1-butyl-4-{3-(3-aminopropoxy)phenyl}-1,2-dihydro-2-oxo-1,8-naphthyridin-3-yl]-N'-(2,6-diisopropylphenyl)urea). Yield: 45.5%. RXN SMILES: [CH2:1]([N:5]1[C:14]2[C:9](=[CH:10][CH:11]=[CH:12][N:13]=2)[C:8]([C:15]2[CH:20]=[CH:19][CH:18]=[C:17]([O:21][CH2:22][CH2:23][CH2:24][N:25]3C(=O)C4=CC=CC=C4C3=O)[CH:16]=2)=[C:7]([NH:36][C:37]([NH:39][C:40]2[C:45]([CH:46]([CH3:48])[CH3:47])=[CH:44][CH:43]=[CH:42][C:41]=2[CH:49]([CH3:51])[CH3:50])=[O:38])[C:6]1=[O:52])[CH2:2][CH2:3][CH3:4].O.NN>C(O)C>[CH2:1]([N:5]1[C:14]2[C:9](=[CH:10][CH:11]=[CH:12][N:13]=2)[C:8]([C:15]2[CH:20]=[CH:19][CH:18]=[C:17]([O:21][CH2:22][CH2:23][CH2:24][NH2:25])[CH:16]=2)=[C:7]([NH:36][C:37]([NH:39][C:40]2[C:41]([CH:49]([CH3:50])[CH3:51])=[CH:42][CH:43]=[CH:44][C:45]=2[CH:46]([CH3:48])[CH3:47])=[O:38])[C:6]1=[O:52])[CH2:2][CH2:3][CH3:4] |f:1.2|. Procedure: To a solution of N-[1-butyl-4-{3-(3-phthalimidopropoxy)phenyl}-1,2-dihydro-2-oxo-1,8-naphthyridin-3-yl]-N'-(2,6-diisopropylphenyl)urea (157 mg, 0.22 mmol) in ethanol (10 ml) was added hydrazine monohydrate (100 mg, 2 mmol), and the mixture was stirred at room temperature for 3 hours. The precipitates were removed by filtration, and the filtrate was concentrated under reduced pressure. To the residue was added methylene chloride, and the insoluble materials were removed by filtration, and the fil... RXN SMILES: [O:1]=[C:2]1[NH:5][C@H:4]([C:6]([OH:8])=[O:7])[CH2:3]1.ClCCCl.[Cl:13][C:14]1[CH:19]=[CH:18][C:17](B(O)O)=[CH:16][CH:15]=1>>[Cl:13][C:14]1[CH:19]=[CH:18][C:17]([N:5]2[C:2](=[O:1])[CH2:3][C@H:4]2[C:6]([OH:8])=[O:7])=[CH:16][CH:15]=1. Reaction conditions: time 10 minute. Reported procedure: To a stirred suspension of (S)-4-oxo-azetidine-2-carboxylic acid (1.0 g; 8.689 mmol) in 1,2-dichloroethane (35 mL) 1,8-diazabicyclo[5,4,0]undec-7-ene (DBU) (3.1 mL; 20.854 mmol) is added at room temperature. After 10 min di-μ-hydroxy-bis[N,N,N′,N′-tetramethylenediamine)-copper (II) chloride (Cu-TMEDA) (1.614 g; 3.476 mmol) is added to the clear solution. The mixture is stirred for 10 min and 4-chlorophenylboronic acid (1.495 g; 9.558 mmol) is added. After 20 hours, solvent is evaporated in vacuo... Product: ClC1=CC=C(C=C1)N1[C@@H](CC1=O)C(=O)O ((S)-1-(4-Chloro-phenyl)-4-oxo-azetidine-2-carboxylic acid). The reactants are ClC1=CC=C(C=C1)B(O)O (4-chlorophenylboronic acid), O=C1C[C@H](N1)C(=O)O ((S)-4-oxo-azetidine-2-carboxylic acid), ClCCCl (1,2-dichloroethane), di-μ-hydroxy-bis[N,N,N′,N′-tetramethylenediamine)-copper (II) chloride. The reactants are CCc1nc(NC2c3ccccc3CC2O)c(CC)nc1Br, CCc1cnc(CC)c(NC2c3cc(OC)ccc3CC2CC)n1. Yields the product CCc1nc(NC2c3cc(OC)ccc3CC2CC)c(CC)nc1Br. Reaction SMILES: [Br:1][c:2]1[n:3][c:4]([CH2:5][CH3:6])[c:7]([NH:8][CH:9]2[c:10]3[c:11]([cH:12][cH:13][cH:14][cH:15]3)[CH2:16][CH:17]2[OH:18])[n:19][c:20]1[CH2:21][CH3:22].[CH2:23]([CH3:24])[c:25]1[c:26]([NH:33][CH:34]2[CH:35]([CH2:45][CH3:46])[CH2:36][c:37]3[cH:38][cH:39][c:40]([O:43][CH3:44])[cH:41][c:42]32)[n:27][c:28]([CH2:31][CH3:32])[cH:29][n:30]1>>[Br:1][c:29]1[c:28]([CH2:31][CH3:32])[n:27][c:26]([NH:33][CH:34]2[CH:35]([CH2:45][CH3:46])[CH2:36][c:37]3[cH:38][cH:39][c:40]([O:43][CH3:44])[cH:41][c:42]32)[c:25]([CH2:23][CH3:24])[n:30]1.